Dataset: the Open Reaction Database (ORD), a public repository of structured organic reaction records. Task: describe an organic reaction: reactants, conditions, products, and yield Starting materials: COC(=O)CCNC1CCN(C(=O)OC(C)(C)C)C1, CC(=O)O[BH-](OC(C)=O)OC(C)=O, CC(=O)O, O=Cc1ccc(Cl)cc1, CC(Cl)Cl, [Na+]. Yields the product COC(=O)CCN(Cc1ccc(Cl)cc1)C1CCN(C(=O)OC(C)(C)C)C1. Reaction SMILES: [C:1]([CH3:2])([CH3:3])([CH3:4])[O:5][C:6](=[O:7])[N:8]1[CH2:9][CH:10]([NH:13][CH2:14][CH2:15][C:16](=[O:17])[O:18][CH3:19])[CH2:11][CH2:12]1.[C:29]([O:30][BH-:31]([O:32][C:33](=[O:34])[CH3:35])[O:36][C:37](=[O:38])[CH3:39])(=[O:40])[CH3:41].[CH3:43][C:44](=[O:45])[OH:46].[Cl:20][c:21]1[cH:22][cH:23][c:24]([CH:25]=[O:26])[cH:27][cH:28]1.[Cl:47][CH:48]([Cl:49])[CH3:50].[Na+:42]>>[C:1]([CH3:2])([CH3:3])([CH3:4])[O:5][C:6](=[O:7])[N:8]1[CH2:9][CH:10]([N:13]([CH2:14][CH2:15][C:16](=[O:17])[O:18][CH3:19])[CH2:25][c:24]2[cH:23][cH:22][c:21]([Cl:20])[cH:28][cH:27]2)[CH2:11][CH2:12]1. Reactants: COC(=O)C(CCSC)NC(=O)c1ccc(S(N)(=O)=O)cc1-c1ccccc1, O=C(Cl)C(=O)Cl, Clc1ccccc1. Product: COC(=O)C(CCSC)NC(=O)c1ccc(S(=O)(=O)N=C=O)cc1-c1ccccc1. RXN SMILES: [CH3:1][O:2][C:3]([CH:4]([NH:5][C:6]([c:7]1[c:8](-[c:17]2[cH:18][cH:19][cH:20][cH:21][cH:22]2)[cH:9][c:10]([S:13](=[O:14])(=[O:15])[NH2:16])[cH:11][cH:12]1)=[O:23])[CH2:24][CH2:25][S:26][CH3:27])=[O:28].[Cl:29][C:30](=[O:31])[C:32]([Cl:33])=[O:34].[Cl:35][c:36]1[cH:37][cH:38][cH:39][cH:40][cH:41]1>>[CH3:1][O:2][C:3]([CH:4]([NH:5][C:6]([c:7]1[c:8](-[c:17]2[cH:18][cH:19][cH:20][cH:21][cH:22]2)[cH:9][c:10]([S:13](=[O:14])(=[O:15])[N:16]=[C:30]=[O:31])[cH:11][cH:12]1)=[O:23])[CH2:24][CH2:25][S:26][CH3:27])=[O:28].